This data is from the Open Reaction Database (ORD), a public repository of structured organic reaction records. The task is: describe an organic reaction: reactants, conditions, products, and yield Starting materials: CCOP(=O)(CC#N)OCC, CC(C)(C)[O-], [K+], O=CC1CCOCC1, C1CCOC1. The product is N#CC=CC1CCOCC1. As a reaction SMILES: [C:12](#[N:13])[CH2:14][P:15](=[O:16])([O:17][CH2:18][CH3:19])[O:20][CH2:21][CH3:22].[CH3:1][C:2]([CH3:3])([O-:4])[CH3:5].[K+:6].[O:23]1[CH2:24][CH2:25][CH:26]([CH:29]=[O:30])[CH2:27][CH2:28]1.[O:7]1[CH2:8][CH2:9][CH2:10][CH2:11]1>>[C:12](#[N:13])[CH:14]=[CH:29][CH:26]1[CH2:25][CH2:24][O:23][CH2:28][CH2:27]1. Starting materials: CCN(CC)C(=O)c1ccc(F)c(F)c1Cn1ccnc1, C1CCOC1, C[Si](C)(C)[N-][Si](C)(C)C, CC(C)=O, CCOC(C)=O, Cl, [K+], [Li+], C1COCCO1, [OH-]. Yields the product CC1(C)OC(=O)c2ccc(F)c(F)c2C1n1ccnc1. RXN SMILES: [CH2:1]([N:2]([CH2:3][CH3:20])[C:4]([c:5]1[c:6]([CH2:13][n:14]2[cH:15][n:16][cH:17][cH:18]2)[c:7]([F:12])[c:8]([F:11])[cH:9][cH:10]1)=[O:19])[CH3:21].[CH2:39]1[O:40][CH2:41][CH2:42][CH2:43]1.[CH3:23][Si:24]([N-:25][Si:26]([CH3:27])([CH3:28])[CH3:29])([CH3:30])[CH3:31].[CH3:32][C:33]([CH3:34])=[O:35].[CH3:50][CH2:51][O:52][C:53](=[O:54])[CH3:55].[ClH:38].[K+:37].[Li+:22].[O:44]1[CH2:45][CH2:46][O:47][CH2:48][CH2:49]1.[OH-:36]>>[C:4]1(=[O:19])[c:5]2[c:6]([c:7]([F:12])[c:8]([F:11])[cH:9][cH:10]2)[CH:13]([n:14]2[cH:15][n:16][cH:17][cH:18]2)[C:33]([CH3:32])([CH3:34])[O:35]1. Starting materials: CC(C)(C)[Si](C)(C)Cl, C=CCCO, ClCCl, c1ccncc1. The product is C=CCCO[Si](C)(C)C(C)(C)C. RXN SMILES: [C:12]([CH3:13])([CH3:14])([CH3:15])[Si:16]([CH3:17])([CH3:18])[Cl:19].[CH2:1]([CH2:2][CH:3]=[CH2:4])[OH:5].[CH2:20]([Cl:21])[Cl:22].[cH:6]1[cH:7][cH:8][n:9][cH:10][cH:11]1>>[CH2:1]([CH2:2][CH:3]=[CH2:4])[O:5][Si:16]([C:12]([CH3:13])([CH3:14])[CH3:15])([CH3:17])[CH3:18]. Reactants: C1(=CC=CC=C1)N1N=C(C=C1CC1CCCCC(N1)=O)C1=CC=CC=C1 (7-[(1,3-diphenyl-1H-pyrazol-5-yl)methyl]hexahydro-2H-azepin-2-one), F[B-](F)(F)F.C[O+](C)C (trimethyloxonium tetrafluoroborate). The product is C1(=CC=CC=C1)N1N=C(C=C1CC1N=C(CCCC1)OC)C1=CC=CC=C1 (2-[(1,3-diphenyl-1H-pyrazol-5-yl)methyl]-3,4,5,6-tetrahydro-7-methoxy-2H-azepine). As a reaction SMILES: [C:1]1([N:7]2[C:11]([CH2:12][CH:13]3[NH:19][C:18](=[O:20])[CH2:17][CH2:16][CH2:15][CH2:14]3)=[CH:10][C:9]([C:21]3[CH:26]=[CH:25][CH:24]=[CH:23][CH:22]=3)=[N:8]2)[CH:6]=[CH:5][CH:4]=[CH:3][CH:2]=1.F[B-](F)(F)F.[CH3:32][O+](C)C>>[C:1]1([N:7]2[C:11]([CH2:12][CH:13]3[CH2:14][CH2:15][CH2:16][CH2:17][C:18]([O:20][CH3:32])=[N:19]3)=[CH:10][C:9]([C:21]3[CH:22]=[CH:23][CH:24]=[CH:25][CH:26]=3)=[N:8]2)[CH:2]=[CH:3][CH:4]=[CH:5][CH:6]=1 |f:1.2|. Reported procedure: The title product of Example 146 is reacted with trimethyloxonium tetrafluoroborate by the method of Example 3 to generate the title compound.